This data is from the Open Reaction Database (ORD), a public repository of structured organic reaction records. The task is: describe an organic reaction: reactants, conditions, products, and yield Starting materials: C=CC#N, C=CCCCCCCCCCO, CC(=O)O, [Na], c1ccccc1. Yields the product C=CCCCCCCCCCOCCC#N. RXN SMILES: [CH2:14]=[CH:15][C:16]#[N:17].[CH2:1]([CH2:2][CH2:3][CH2:4][CH2:5][CH2:6][CH2:7][CH2:8][CH2:9][CH:10]=[CH2:11])[OH:12].[CH3:18][C:19](=[O:20])[OH:21].[Na:13].[cH:22]1[cH:23][cH:24][cH:25][cH:26][cH:27]1>>[CH2:1]([CH2:2][CH2:3][CH2:4][CH2:5][CH2:6][CH2:7][CH2:8][CH2:9][CH:10]=[CH2:11])[O:12][CH2:14][CH2:15][C:16]#[N:17]. The reactants are ClC1=CC(=C(N=N1)C1=CC=C(C=C1)SC)C1=CC=C(C=C1)Cl (6-chloro-4-(4-chlorophenyl)-3-[4-(methylthio)phenyl]pyridazine), FC1=C(C=CC(=C1)F)O (2,4-difluorophenol). The solvent is ClCCl.CCCCCC (dichloromethane hexane). Yields the product ClC1=CC=C(C=C1)C1=C(N=NC(=C1)OC1=C(C=C(C=C1)F)F)C1=CC=C(C=C1)SC (4-(4-chlorophenyl)-6-(2,4-difluorophenoxy)-3-[4-(methylthio)phenyl]pyridazine). RXN SMILES: Cl[C:2]1[N:7]=[N:6][C:5]([C:8]2[CH:13]=[CH:12][C:11]([S:14][CH3:15])=[CH:10][CH:9]=2)=[C:4]([C:16]2[CH:21]=[CH:20][C:19]([Cl:22])=[CH:18][CH:17]=2)[CH:3]=1.[F:23][C:24]1[CH:29]=[C:28]([F:30])[CH:27]=[CH:26][C:25]=1[OH:31]>ClCCl.CCCCCC>[Cl:22][C:19]1[CH:20]=[CH:21][C:16]([C:4]2[CH:3]=[C:2]([O:31][C:25]3[CH:26]=[CH:27][C:28]([F:30])=[CH:29][C:24]=3[F:23])[N:7]=[N:6][C:5]=2[C:8]2[CH:13]=[CH:12][C:11]([S:14][CH3:15])=[CH:10][CH:9]=2)=[CH:17][CH:18]=1 |f:2.3|. Procedure: In a similar manner as in Example 2, 6-chloro-4-(4-chlorophenyl)-3-[4-(methylthio)phenyl]pyridazine (230.0 mg, 0.662 mmol) and 2,4-difluorophenol were reacted as starting materials at 150° C. for 20 hours and post-treatment was then conducted, whereby the title compound was obtained as colorless plates (dichloromethane-hexane, 216.2 mg, 74.0%). Melting point: 163.2-164.0° C. Reactants: CC=1C(=CC=NC1C[S+](C=2NC=3C=CC=CC3N2)[O-])OCC(F)(F)F (Dexlansoprazole), C(C)(C)N (isopropyl amine). Run in CC(C)(C)OC (MTBE). Reaction conditions: time 30 minute. Product: CC=1C(=CC=NC1C[S+](C=2NC=3C=CC=CC3N2)[O-])OCC(F)(F)F.C(C)(C)[NH3+] (dexlansoprazole isopropylammonium). Reaction SMILES: [CH3:1][C:2]1[C:3]([O:20][CH2:21][C:22]([F:25])([F:24])[F:23])=[CH:4][CH:5]=[N:6][C:7]=1[CH2:8][S+:9]([O-:19])[C:10]1[NH:11][C:12]2[CH:13]=[CH:14][CH:15]=[CH:16][C:17]=2[N:18]=1.[CH:26]([NH2:29])([CH3:28])[CH3:27]>CC(OC)(C)C>[CH3:1][C:2]1[C:3]([O:20][CH2:21][C:22]([F:25])([F:23])[F:24])=[CH:4][CH:5]=[N:6][C:7]=1[CH2:8][S+:9]([O-:19])[C:10]1[NH:18][C:17]2[CH:16]=[CH:15][CH:14]=[CH:13][C:12]=2[N:11]=1.[CH:26]([NH3+:29])([CH3:28])[CH3:27] |f:3.4|. Reported procedure: Dexlansoprazole (2 g) in amorphous form was dissolved in MTBE (50 mL) followed by the addition of isopropyl amine (3 mL). After stirring at room temperature for 30 minutes, the resulting suspension was filtered, washed with MTBE (10 mL) and dried in vacuo at 20-25° C. to provide dexlansoprazole isopropylammonium salt (2.1 g). Molar ratio of dexlansoprazole to isopropyl amine is 1:1 by 1H NMR. The reactants are FC=1C=C(C=CC1[N+](=O)[O-])C(=O)NNC(CC[C@H](CC=1C=NC(=CC1)C(F)(F)F)NC(OC(C)(C)C)=O)=O (tert-butyl ((1R)-4-(2-((3-fluoro-4-nitrophenyl)carbonyl)hydrazino)-4-oxo-1-((6-(trifluoromethyl)-3-pyridinyl)methyl)butyl)carbamate), COC=1C=CC(=CC1)P2(=S)SP(=S)(S2)C=3C=CC(=CC3)OC (Lawesson's reagent). Solvent: C1CCOC1 (THF). Reaction conditions: temperature 100 celsius. The product is FC=1C=C(C=CC1[N+](=O)[O-])C1=NN=C(S1)CC[C@H](CC=1C=NC(=CC1)C(F)(F)F)NC(OC(C)(C)C)=O (tert-butyl (R)-4-(5-(3-fluoro-4-nitrophenyl)-1,3,4-thiadiazol-2-yl)-1-(6-(trifluoromethyl)pyridin-3-yl)butan-2-ylcarbamate). Yield: 89.1%. As a reaction SMILES: [F:1][C:2]1[CH:3]=[C:4]([C:11]([NH:13][NH:14][C:15](=O)[CH2:16][CH2:17][C@@H:18]([NH:30][C:31](=[O:37])[O:32][C:33]([CH3:36])([CH3:35])[CH3:34])[CH2:19][C:20]2[CH:21]=[N:22][C:23]([C:26]([F:29])([F:28])[F:27])=[CH:24][CH:25]=2)=O)[CH:5]=[CH:6][C:7]=1[N+:8]([O-:10])=[O:9].COC1C=CC(P2(SP(C3C=CC(OC)=CC=3)(=S)S2)=[S:48])=CC=1>C1COCC1>[F:1][C:2]1[CH:3]=[C:4]([C:11]2[S:48][C:15]([CH2:16][CH2:17][C@@H:18]([NH:30][C:31](=[O:37])[O:32][C:33]([CH3:36])([CH3:35])[CH3:34])[CH2:19][C:20]3[CH:21]=[N:22][C:23]([C:26]([F:29])([F:28])[F:27])=[CH:24][CH:25]=3)=[N:14][N:13]=2)[CH:5]=[CH:6][C:7]=1[N+:8]([O-:10])=[O:9]. Procedure: A mixture of tert-butyl ((1R)-4-(2-((3-fluoro-4-nitrophenyl)carbonyl)hydrazino)-4-oxo-1-((6-(trifluoromethyl)-3-pyridinyl)methyl)butyl)carbamate (214 mg, 394 μmol) and Lawesson's reagent (207 mg, 512 μmol) in THF (3 mL) was heated in a Biotage® microwave reactor at 100° C. for 15 minutes. The mixture was concentrated under reduced pressure, and the resulting yellow solid was taken up in MeOH/DCM, absorbed onto silica gel, and purified by flash chromatography (silica gel, 2% to 6% MeOH/DCM) to pr... Reactants: C(C)(=O)O (acetic acid), [N+](=O)([O-])C1=C(C=C2CCCC(C2=C1)=O)OC (7-nitro-6-methoxy-1-tetralone), C(=O)(O)[O-].[Na+] (NaHCO3). The solvent is O (H2O). Product: NC1=C(C=C2CCCC(C2=C1)=O)OC (7-Amino-6-methoxy-1-tetralone). Yield: 91.0%. Reaction SMILES: C(O)(=O)C.[N+:5]([C:8]1[CH:17]=[C:16]2[C:11]([CH2:12][CH2:13][CH2:14][C:15]2=[O:18])=[CH:10][C:9]=1[O:19][CH3:20])([O-])=O.C([O-])(O)=O.[Na+]>O>[NH2:5][C:8]1[CH:17]=[C:16]2[C:11]([CH2:12][CH2:13][CH2:14][C:15]2=[O:18])=[CH:10][C:9]=1[O:19][CH3:20] |f:2.3|. Reported procedure: To a solution of acetic acid (20 mL) in H2O (100 mL), 7-nitro-6-methoxy-1-tetralone (2.21 g, 10.0 mmol) was added. The solution was heated to reflux for 1 hour, and then cooled down to rt. NaHCO3 (60 mL, saturated solution) was added, and the mixture was partitioned between CH2Cl2 and water. The organic layer was dried over anhydrous sodium sulfate. After filtration, the organic layer was concentrated in vacuo to provide a red oil. 7-Amino-6-methoxy-1-tetralone (1.74 g, 9.1 mmol, 91%) was obtain...